From a dataset of the Open Reaction Database (ORD), a public repository of structured organic reaction records. describe an organic reaction: reactants, conditions, products, and yield Starting materials: N[C@@H](CCCCNC(=O)OC(C)(C)C)C(=O)N[C@@H](CC1=CC=CC=C1)C(=O)N[C@@H](CC1=CNC=N1)C(=O)OC (H-Lys(BOC)-Phe-His-OMe), C1=CC=C(C=C1)COC(=O)N[C@@H](CC(=O)N)C(=O)OC2=CC=C(C=C2)[N+](=O)[O-] (Z-Asn-ONP). Solvent: CN(C=O)C (dimethylformamide). The product is N([C@@H](CC(N)=O)C(=O)N[C@@H](CCCCNC(=O)OC(C)(C)C)C(=O)N[C@@H](CC1=CC=CC=C1)C(=O)N[C@@H](CC1=CNC=N1)C(=O)OC)C(=O)OCC1=CC=CC=C1 (Z-Asn-Lys(BOC)-Phe-His-OMe). As a reaction SMILES: [NH2:1][C@H:2]([C:15]([NH:17][C@H:18]([C:26]([NH:28][C@H:29]([C:36]([O:38][CH3:39])=[O:37])[CH2:30][C:31]1[N:35]=[CH:34][NH:33][CH:32]=1)=[O:27])[CH2:19][C:20]1[CH:25]=[CH:24][CH:23]=[CH:22][CH:21]=1)=[O:16])[CH2:3][CH2:4][CH2:5][CH2:6][NH:7][C:8]([O:10][C:11]([CH3:14])([CH3:13])[CH3:12])=[O:9].[CH:40]1[CH:45]=[CH:44][C:43]([CH2:46][O:47][C:48]([NH:50][C@H:51]([C:56](OC2C=CC([N+]([O-])=O)=CC=2)=[O:57])[CH2:52][C:53]([NH2:55])=[O:54])=[O:49])=[CH:42][CH:41]=1>CN(C)C=O>[NH:50]([C:48]([O:47][CH2:46][C:43]1[CH:44]=[CH:45][CH:40]=[CH:41][CH:42]=1)=[O:49])[C@H:51]([C:56]([NH:1][C@H:2]([C:15]([NH:17][C@H:18]([C:26]([NH:28][C@H:29]([C:36]([O:38][CH3:39])=[O:37])[CH2:30][C:31]1[N:35]=[CH:34][NH:33][CH:32]=1)=[O:27])[CH2:19][C:20]1[CH:25]=[CH:24][CH:23]=[CH:22][CH:21]=1)=[O:16])[CH2:3][CH2:4][CH2:5][CH2:6][NH:7][C:8]([O:10][C:11]([CH3:12])([CH3:13])[CH3:14])=[O:9])=[O:57])[CH2:52][C:53](=[O:54])[NH2:55]. Procedure details: 5.4 g of H-Lys(BOC)-Phe-His-OMe (compare Example 1) and 4.5 g of Z-Asn-ONP in 20 ml of dimethylformamide are stirred for 20 hours at room temperature. The peptide derivative is precipitated by adding ethyl acetate, filtered off and washed with ether. After recrystallisation from methanol the product melts at 182°-183° C. In a thin layer chromatogram Rf100 = 0.57 (on silica gel). [α]D20 = -28° (c = 1 in dimethylformamide).